The task is: describe an organic reaction: reactants, conditions, products, and yield. This data is from the Open Reaction Database (ORD), a public repository of structured organic reaction records. Starting materials: C(C)(C)OC(=O)C=1N(C=NC1)C1CCCC2=CC(=CC=C12)OS(=O)(=O)C(F)(F)F (3-(6-trifluoromethanesulfonyloxy-1,2,3,4-tetrahydro-naphthalen-1-yl)-3H-imidazole-4-carboxylic acid isopropyl ester), FC1=CC=C(C=C1)B(O)O (4-fluorophenylboronic acid), C([O-])([O-])=O.[Na+].[Na+] (sodium carbonate), CN(C)C=O (DMF). The reagents and catalysts are [Pd].C1(=CC=CC=C1)P(C1=CC=CC=C1)C1=CC=CC=C1.C1(=CC=CC=C1)P(C1=CC=CC=C1)C1=CC=CC=C1.C1(=CC=CC=C1)P(C1=CC=CC=C1)C1=CC=CC=C1.C1(=CC=CC=C1)P(C1=CC=CC=C1)C1=CC=CC=C1 (Tetrakis(triphenylphosphine) palladium). Run in O (water). Run at temperature 150 celsius. Product: C(C)(C)OC(=O)C=1N(C=NC1)C1CCCC2=CC(=CC=C12)C1=CC=C(C=C1)F (3-[6-(4-fluoro-phenyl)-1,2,3,4-tetrahydro-naphthalen-1-yl]-3H-imidazole-4-carboxylic acid isopropyl ester). Reaction SMILES: [CH:1]([O:4][C:5]([C:7]1[N:8]([CH:12]2[C:21]3[C:16](=[CH:17][C:18](OS(C(F)(F)F)(=O)=O)=[CH:19][CH:20]=3)[CH2:15][CH2:14][CH2:13]2)[CH:9]=[N:10][CH:11]=1)=[O:6])([CH3:3])[CH3:2].[F:30][C:31]1[CH:36]=[CH:35][C:34](B(O)O)=[CH:33][CH:32]=1.C(=O)([O-])[O-].[Na+].[Na+].CN(C=O)C>O.[Pd].C1(P(C2C=CC=CC=2)C2C=CC=CC=2)C=CC=CC=1.C1(P(C2C=CC=CC=2)C2C=CC=CC=2)C=CC=CC=1.C1(P(C2C=CC=CC=2)C2C=CC=CC=2)C=CC=CC=1.C1(P(C2C=CC=CC=2)C2C=CC=CC=2)C=CC=CC=1>[CH:1]([O:4][C:5]([C:7]1[N:8]([CH:12]2[C:21]3[C:16](=[CH:17][C:18]([C:34]4[CH:35]=[CH:36][C:31]([F:30])=[CH:32][CH:33]=4)=[CH:19][CH:20]=3)[CH2:15][CH2:14][CH2:13]2)[CH:9]=[N:10][CH:11]=1)=[O:6])([CH3:2])[CH3:3] |f:2.3.4,7.8.9.10.11|. Procedure details: A flask is charged with 3-(6-trifluoromethanesulfonyloxy-1,2,3,4-tetrahydro-naphthalen-1-yl)-3H-imidazole-4-carboxylic acid isopropyl ester (0.225 g, 0.520 mmol), 4-fluorophenylboronic acid (0.145 g, 1.041 mmol), aqueous sodium carbonate (2M, 1.30 mL, 2.60 mmol) and DMF (35 mL). Tetrakis(triphenylphosphine) palladium (0.060 g, 0.052 mmol) is added and the mixture is heated to 150° C. in a sealed tube under microwave irradiation conditions for 12 minutes. The reaction is cooled to room temperatur... Reaction SMILES: [CH3:1][N:2]([CH2:3][CH2:4][C:5]([CH2:6][c:7]1[c:8]([C:9](=[O:10])[NH:11][CH3:12])[cH:13][cH:14][cH:15][cH:16]1)([c:17]1[cH:18][cH:19][cH:20][cH:21][cH:22]1)[OH:23])[CH3:24].[Cl:25][c:26]1[cH:27][cH:28][cH:29][cH:30][c:31]1[Cl:32]>>[CH3:1][N:2]([CH2:3][CH2:4][C:5]1([c:17]2[cH:18][cH:19][cH:20][cH:21][cH:22]2)[CH2:6][c:7]2[c:8]([cH:13][cH:14][cH:15][cH:16]2)[C:9](=[O:10])[O:23]1)[CH3:24]. Product: CN(C)CCC1(c2ccccc2)Cc2ccccc2C(=O)O1. Starting materials: CNC(=O)c1ccccc1CC(O)(CCN(C)C)c1ccccc1, Clc1ccccc1Cl. Starting materials: C[Mg]I (Methylmagnesium iodide), FC(C1=CC=CC(=N1)N1C[C@@H]2[C@H](C1)C(CC2)=O)(F)F ((3aR,6aS)-2-[6-(trifluoromethyl)pyridin-2-yl]hexahydrocyclopenta[c]pyrrol-4(1H)-one). The solvent is CCOCC (ether), CCOCC (ether). Conditions: time 1 hour. The product is C[C@]1(CC[C@@H]2CN(C[C@@H]21)C2=NC(=CC=C2)C(F)(F)F)O ((3aR,4R,6aS)-4-methyl-2-[6-(trifluoromethyl)pyridin-2-yl]octahydrocyclopenta[c]pyrrol-4-ol). As a reaction SMILES: [CH3:1][Mg]I.[F:4][C:5]([F:22])([F:21])[C:6]1[N:11]=[C:10]([N:12]2[CH2:16][C@@H:15]3[C:17](=[O:20])[CH2:18][CH2:19][C@@H:14]3[CH2:13]2)[CH:9]=[CH:8][CH:7]=1>CCOCC>[CH3:1][C@:17]1([OH:20])[C@@H:15]2[C@@H:14]([CH2:13][N:12]([C:10]3[CH:9]=[CH:8][CH:7]=[C:6]([C:5]([F:4])([F:21])[F:22])[N:11]=3)[CH2:16]2)[CH2:19][CH2:18]1. Procedure details: Methylmagnesium iodide in ether (0.302 mL, 0.907 mmol) was added to (3aR,6aS)-2-[6-(trifluoromethyl)pyridin-2-yl]hexahydrocyclopenta[c]pyrrol-4(1H)-one (70 mg, 0.259 mmol) from Example 32 in ether (0.1 mL) at 25° C., and the reaction mixture was stirred for 1 hour. The reaction was quenched with saturated aqueous ammonium chloride solution, and the mixture was extracted with ethyl acetate. The combined organic washes were purified by silica gel chromatography using 0-30% ethyl acetate/hexane as ... Starting materials: ClC1=CC=C(C=C1)C1(OC(C2=CC=CC=C12)=O)C (3-(4chlorophenyl)-3-methyl-1(3H)-isobenzofuranone), C1(=CC=C(C=C1)S(=O)(=O)O)C.C(CN)N (ethylenediamine p-toluenesulfonate), Cl (hydrochloride). Run at temperature 200 celsius. Yields the product ClC1=CC=C(C=C1)C1CN2C(C3=CC=CC=C13)=NCC2 ((rac)-6-(4-chlorophenyl)-2,3,5,6-tetrahydroimidazo[2,1-a]isoquinoline). Isolated yield 70.1%. As a reaction SMILES: [Cl:1][C:2]1[CH:7]=[CH:6][C:5]([C:8]2([CH3:18])[C:16]3[C:11](=[CH:12][CH:13]=[CH:14][CH:15]=3)[C:10](=O)O2)=[CH:4][CH:3]=1.C1(C)C=CC(S(O)(=O)=O)=CC=1.[CH2:30]([NH2:33])[CH2:31][NH2:32].Cl>>[Cl:1][C:2]1[CH:7]=[CH:6][C:5]([CH:8]2[C:16]3[C:11](=[CH:12][CH:13]=[CH:14][CH:15]=3)[C:10]3=[N:33][CH2:30][CH2:31][N:32]3[CH2:18]2)=[CH:4][CH:3]=1 |f:1.2|. Procedure details: A mixture of 60 g of 3-(4chlorophenyl)-3-methyl-1(3H)-isobenzofuranone and 257 g of ethylenediamine p-toluenesulfonate (166 ml ethylenediamine treated with 470 g p-toluenesulfonic acid and crystallised from 2-propanol) was heated to 200° C. and kept at this temperature overnight. The reaction mixture was allowed to cool and 850 ml of an aqueous 1N hydrochloride solution were added. The resulting mixture was extracted with 600 ml of chloroform. The organic layer was washed with 700 ml of an aqueo... The reactants are CCCCC1CCNCC1, O=c1[nH]c2ccccc2n1CCI. The product is CCCCC1CCN(CCn2c(=O)[nH]c3ccccc32)CC1. As a reaction SMILES: [CH2:1]([CH2:2][CH2:3][CH3:4])[CH:5]1[CH2:6][CH2:7][NH:8][CH2:9][CH2:10]1.[I:11][CH2:12][CH2:13][n:14]1[c:15](=[O:23])[nH:16][c:17]2[c:18]1[cH:19][cH:20][cH:21][cH:22]2>>[CH2:1]([CH2:2][CH2:3][CH3:4])[CH:5]1[CH2:6][CH2:7][N:8]([CH2:12][CH2:13][n:14]2[c:15](=[O:23])[nH:16][c:17]3[c:18]2[cH:19][cH:20][cH:21][cH:22]3)[CH2:9][CH2:10]1. As a reaction SMILES: [Al+3:2].[Al+3:6].[Br:11][C:12]#[C:13][CH:14]([CH2:15][O:16][c:17]1[cH:18][cH:19][c:20]([F:23])[cH:21][cH:22]1)[OH:24].[Cl-:1].[Cl-:3].[Cl-:4].[H-:10].[H-:5].[H-:8].[H-:9].[Li+:7].[Na+:26].[OH-:25].[OH2:27]>>[Br:11][CH:12]=[CH:13][CH:14]([CH2:15][O:16][c:17]1[cH:18][cH:19][c:20]([F:23])[cH:21][cH:22]1)[OH:24]. Starting materials: [Al+3], [Al+3], OC(C#CBr)COc1ccc(F)cc1, [Cl-], [Cl-], [Cl-], [H-], [H-], [H-], [H-], [Li+], [Na+], [OH-], O. Yields the product OC(C=CBr)COc1ccc(F)cc1. Reactants: O=C([O-])[O-], CC1COCCN1, CN(C)C=O, Cl, Cc1ccc(CC2CN(CC#CCCl)CCN2C(=O)c2cc(C(F)(F)F)cc(C(F)(F)F)c2)cc1C, [I-], [K+], [K+], [K+], O. Yields the product Cl, Cl, Cc1ccc(CC2CN(CC#CCN3CCOCC3C)CCN2C(=O)c2cc(C(F)(F)F)cc(C(F)(F)F)c2)cc1C. RXN SMILES: [C:45](=[O:46])([O-:47])[O-:48].[CH3:38][CH:39]1[CH2:40][O:41][CH2:42][CH2:43][NH:44]1.[CH3:53][N:54]([CH3:55])[CH:56]=[O:57].[ClH:37].[F:1][C:2]([c:3]1[cH:4][c:5]([C:6](=[O:7])[N:8]2[CH:9]([CH2:19][c:20]3[cH:21][c:22]([CH3:27])[c:23]([CH3:26])[cH:24][cH:25]3)[CH2:10][N:11]([CH2:14][C:15]#[C:16][CH2:17][Cl:18])[CH2:12][CH2:13]2)[cH:28][c:29]([C:31]([F:32])([F:33])[F:34])[cH:30]1)([F:35])[F:36].[I-:52].[K+:49].[K+:50].[K+:51].[OH2:58]>>[ClH:18].[ClH:37].[F:1][C:2]([c:3]1[cH:4][c:5]([C:6](=[O:7])[N:8]2[CH:9]([CH2:19][c:20]3[cH:21][c:22]([CH3:27])[c:23]([CH3:26])[cH:24][cH:25]3)[CH2:10][N:11]([CH2:14][C:15]#[C:16][CH2:17][N:44]3[CH:39]([CH3:38])[CH2:40][O:41][CH2:42][CH2:43]3)[CH2:12][CH2:13]2)[cH:28][c:29]([C:31]([F:32])([F:33])[F:34])[cH:30]1)([F:35])[F:36]. The reactants are COC=1C=C(C=CC1)CC#N (3-methoxy-phenyl-acetonitrile), [H-].[Na+] (NaH), C(C)Br (ethylbromide). The solvent is petrolatum ethyl ether, CN(C)C=O (DMF). Yields the product COC=1C=C(C=CC1)C(C#N)CC (2-(3-Methoxy-phenyl)-butyronitrile). The yield is 58.0%. As a reaction SMILES: [CH3:1][O:2][C:3]1[CH:4]=[C:5]([CH2:9][C:10]#[N:11])[CH:6]=[CH:7][CH:8]=1.[H-].[Na+].[CH2:14](Br)[CH3:15]>CN(C=O)C>[CH3:1][O:2][C:3]1[CH:4]=[C:5]([CH:9]([CH2:14][CH3:15])[C:10]#[N:11])[CH:6]=[CH:7][CH:8]=1 |f:1.2|. Reported procedure: By working in a way similar to that described in example 16 but using 3-methoxy-phenyl-acetonitrile (8.8 g, 60 mmoles), DMF (60 ml), NaH (60%, 2.88 g, 72 mmoles) and ethylbromide (7.85 g, 72 mmoles), and chromatographing with petrolatum/ethyl ether 97:3 as eluent, 6.1 g of the title compound were obtained (yield: 58%). The reactants are CCO, CN(C)CCN1CCOc2cc([N+](=O)[O-])ccc21. Yields the product CN(C)CCN1CCOc2cc(N)ccc21. As a reaction SMILES: [CH3:19][CH2:20][OH:21].[CH3:1][N:2]([CH2:3][CH2:4][N:5]1[c:6]2[c:7]([cH:11][c:12]([N+:15]([O-:16])=[O:17])[cH:13][cH:14]2)[O:8][CH2:9][CH2:10]1)[CH3:18]>>[CH3:1][N:2]([CH2:3][CH2:4][N:5]1[c:6]2[c:7]([cH:11][c:12]([NH2:15])[cH:13][cH:14]2)[O:8][CH2:9][CH2:10]1)[CH3:18].